This data is from the Open Reaction Database (ORD), a public repository of structured organic reaction records. The task is: describe an organic reaction: reactants, conditions, products, and yield Reactants: CO, [K+], [K+], O=C([O-])[O-], C[Si](C)(C)C#Cc1ccc2c(cnn2C2CCCCO2)c1. Yields the product C#Cc1ccc2c(cnn2C2CCCCO2)c1. RXN SMILES: [CH3:28][OH:29].[K+:22].[K+:23].[O-:24][C:25]([O-:26])=[O:27].[O:1]1[CH:2]([n:7]2[n:8][cH:9][c:10]3[cH:11][c:12]([C:16]#[C:17][Si:18]([CH3:19])([CH3:20])[CH3:21])[cH:13][cH:14][c:15]23)[CH2:3][CH2:4][CH2:5][CH2:6]1>>[O:1]1[CH:2]([n:7]2[n:8][cH:9][c:10]3[cH:11][c:12]([C:16]#[CH:17])[cH:13][cH:14][c:15]23)[CH2:3][CH2:4][CH2:5][CH2:6]1. The reactants are N1=C(C=CC=C1)CC(C)=O (1-pyridyl-2-propanone), [N+](=O)([O-])C=1C=C(C=O)C=CC1 (3-nitrobenzaldehyde), C(C)(=O)[O-].[NH2+]1CCCCC1 (piperidinium acetate). Run in C1=CC=CC=C1 (benzene). Yields the product [N+](=O)([O-])C=1C=C(C=CC1)C1=C(C=NC=C1)CC(C=C)=O (4-(3-nitrophenyl)-3-pyridyl-3-butene-2-one). RXN SMILES: N1C=CC=C[C:2]=1[CH2:7][C:8](=[O:10])[CH3:9].[N+:11]([C:14]1[CH:15]=[C:16]([CH:19]=[CH:20][CH:21]=1)C=O)([O-:13])=[O:12].C([O-])(=O)C.[NH2+:26]1[CH2:31][CH2:30][CH2:29][CH2:28][CH2:27]1>C1C=CC=CC=1>[N+:11]([C:14]1[CH:21]=[C:20]([C:29]2[CH:30]=[CH:31][N:26]=[CH:27][C:28]=2[CH2:9][C:8](=[O:10])[CH:7]=[CH2:2])[CH:19]=[CH:16][CH:15]=1)([O-:13])=[O:12] |f:2.3|. Procedure: 2.76 g (20 mmol) of 1-pyridyl-2-propanone and 3.066 g (20 mmol) of 3-nitrobenzaldehyde were dissolved in benzene. To this solution, 0.29 g (2.0 mmol) of piperidinium acetate was added, and the mixture was refluxed with application of heat for 6 hours for dehydration. The reaction mixture was washed with water, and dried over anhydrous sodium sulfate. The benzene contained in the reaction mixture was distilled off under reduced pressure and the remaining reaction product was chromatographed on a ...